From a dataset of the Open Reaction Database (ORD), a public repository of structured organic reaction records. describe an organic reaction: reactants, conditions, products, and yield The reactants are NC1=CC=C(C=C1)C(C(C)N1CCC(CC1)CC1=CC=CC=C1)O (1-p-aminophenyl-2-(4-benzyl-piperidin-1-yl)-propan-1-ol), C(#N)[S-].[K+] (KSCN), BrBr (Br2). Solvent: C(C)(=O)O (acetic acid), C(C)(=O)O (acetic acid). Reaction conditions: time 5 hour. Yields the product NC=1SC2=C(N1)C=CC(=C2)C(C(C)N2CCC(CC2)CC2=CC=CC=C2)O (1-(2-Amino-benzothiazol-6-yl)-2-(4-benzyl-piperidin-1-yl)-propan-1-ol). Yield: 46.8%. As a reaction SMILES: [NH2:1][C:2]1[CH:7]=[CH:6][C:5]([CH:8]([OH:24])[CH:9]([N:11]2[CH2:16][CH2:15][CH:14]([CH2:17][C:18]3[CH:23]=[CH:22][CH:21]=[CH:20][CH:19]=3)[CH2:13][CH2:12]2)[CH3:10])=[CH:4][CH:3]=1.[C:25]([S-:27])#[N:26].[K+].BrBr>C(O)(=O)C>[NH2:26][C:25]1[S:27][C:7]2[CH:6]=[C:5]([CH:8]([OH:24])[CH:9]([N:11]3[CH2:16][CH2:15][CH:14]([CH2:17][C:18]4[CH:19]=[CH:20][CH:21]=[CH:22][CH:23]=4)[CH2:13][CH2:12]3)[CH3:10])[CH:4]=[CH:3][C:2]=2[N:1]=1 |f:1.2|. Reported procedure: To a stirred solution of 4 g of 1-p-aminophenyl-2-(4-benzyl-piperidin-1-yl)-propan-1-ol and 4.6 g of KSCN in 35 ml of glacial acetic acid was added dropwise 3.8 g of Br2 in 10 ml of glacial acetic acid. After 5 hours, the yellow suspension was filtered and the solution was poured into 100 ml of a concentrated hydroxide ammonium solution. After extraction with ethylacetate, the organic phase was washed with brine and dried. The solvent was removed and the residue was filtered on a small of silica... Reactants: C(C)(=O)O[C@@H]1[C@H](C(N1)=O)[C@@H](C)O[Si](C)(C)C(C)(C)C (4-(R)acetoxy-3(R)-[1(R)t-butyldimethylsilyloxyethyl]azetidin-2-one), [K] (potassium), C(N)(=O)OCC(=S)O (carbamoyloxythioacetic acid). Reagents/catalysts: [Br-].[Zn+2].[Br-] (Zinc bromide). Solvent: O1CCOCC1 (dioxane), C(C)(=O)OCC (ethyl acetate), O (water). Run at temperature 40 celsius, time 4 hour. Yields the product C(N)(=O)OCC(=O)S[C@@H]1[C@H](C(N1)=O)[C@@H](C)O[Si](C)(C)C(C)(C)C (4(R)-carbamoyloxyacetylthio-3(S)-[1(R)t-butyldimethylsilyloxyethyl]azetidin-2-one). The yield is 90.1%. Reaction SMILES: C(O[C@H:5]1[NH:8][C:7](=[O:9])[C@@H:6]1[C@H:10]([O:12][Si:13]([C:16]([CH3:19])([CH3:18])[CH3:17])([CH3:15])[CH3:14])[CH3:11])(=O)C.[K].[C:21]([O:24][CH2:25][C:26]([OH:28])=[S:27])(=[O:23])[NH2:22]>O1CCOCC1.C(OCC)(=O)C.O.[Br-].[Zn+2].[Br-]>[C:21]([O:24][CH2:25][C:26]([S:27][C@H:5]1[NH:8][C:7](=[O:9])[C@@H:6]1[C@H:10]([O:12][Si:13]([C:16]([CH3:17])([CH3:18])[CH3:19])([CH3:14])[CH3:15])[CH3:11])=[O:28])(=[O:23])[NH2:22] |f:6.7.8,^1:19|. Procedure: To a solution of 4-(R)acetoxy-3(R)-[1(R)t-butyldimethylsilyloxyethyl]azetidin-2-one (2.87 g) in dioxane (40 ml) the potassium salt of carbamoyloxythioacetic acid (2.1 g) was added. Zinc bromide (2.7 g) was added to the resulting suspension and the reaction mixture was stirred for 4 hours at 40° C. The reaction mixture was then cooled at room temperature and poured in a mixture of ethyl acetate and water. The organic layer was separated, washed twice with water, dried over anhydrous sodium sulfat... Reactants: O=C1CCC(=O)N1Br, COc1ccc(-c2cccc(C#N)c2)c(C)n1, CO. Yields the product COc1nc(C)c(-c2cccc(C#N)c2)cc1Br. As a reaction SMILES: [Br:18][N:19]1[C:20](=[O:21])[CH2:22][CH2:23][C:24]1=[O:25].[CH3:1][O:2][c:3]1[cH:4][cH:5][c:6](-[c:10]2[cH:11][c:12]([C:13]#[N:14])[cH:15][cH:16][cH:17]2)[c:7]([CH3:9])[n:8]1.[CH3:26][OH:27]>>[CH3:1][O:2][c:3]1[c:4]([Br:18])[cH:5][c:6](-[c:10]2[cH:11][c:12]([C:13]#[N:14])[cH:15][cH:16][cH:17]2)[c:7]([CH3:9])[n:8]1.